This data is from the Open Reaction Database (ORD), a public repository of structured organic reaction records. The task is: describe an organic reaction: reactants, conditions, products, and yield Reactants: Clc1ncc(Br)cn1, CC#N, CCN(C(C)C)C(C)C, Clc1ccc(CNC2CCNC2)c(Cl)c1, O. Product: Clc1ccc(CNC2CCN(c3ncc(Br)cn3)C2)c(Cl)c1. As a reaction SMILES: [Br:25][c:26]1[cH:27][n:28][c:29]([Cl:32])[n:30][cH:31]1.[CH3:34][C:35]#[N:36].[CH:16]([N:17]([CH:18]([CH3:19])[CH3:20])[CH2:21][CH3:22])([CH3:23])[CH3:24].[Cl:1][c:2]1[c:3]([CH2:4][NH:5][CH:6]2[CH2:7][NH:8][CH2:9][CH2:10]2)[cH:11][cH:12][c:13]([Cl:15])[cH:14]1.[OH2:33]>>[Cl:1][c:2]1[c:3]([CH2:4][NH:5][CH:6]2[CH2:7][N:8]([c:29]3[n:28][cH:27][c:26]([Br:25])[cH:31][n:30]3)[CH2:9][CH2:10]2)[cH:11][cH:12][c:13]([Cl:15])[cH:14]1. The reactants are FC1=C(C=CC(=C1)F)C1=CC=C(C=C1)C(CC(=O)O)C (3-(2',4'-difluoro-4-biphenylyl)butyric acid), OS(=O)(=O)O (H2SO4). Solvent: C(CCC)O (n-butanol). The product is C(CCC)OC(CC(C)C1=CC=C(C=C1)C1=C(C=C(C=C1)F)F)=O (3-(2',4'-difluoro-4-biphenylyl)butyric acid n-butyl ester). Reaction SMILES: [F:1][C:2]1[CH:7]=[C:6]([F:8])[CH:5]=[CH:4][C:3]=1[C:9]1[CH:14]=[CH:13][C:12]([CH:15]([CH3:20])[CH2:16][C:17]([OH:19])=[O:18])=[CH:11][CH:10]=1.OS(O)(=O)=O>C(O)CCC>[CH2:7]([O:18][C:17](=[O:19])[CH2:16][CH:15]([C:12]1[CH:13]=[CH:14][C:9]([C:3]2[CH:4]=[CH:5][C:6]([F:8])=[CH:7][C:2]=2[F:1])=[CH:10][CH:11]=1)[CH3:20])[CH2:2][CH2:3][CH3:4]. Procedure details: 2 g. of 3-(2',4'-difluoro-4-biphenylyl)butyric acid are heated under reflux with 1 ml. of concentrated H2SO4 and 30 ml. of n-butanol for 7 hours. The mixture is evaporated and taken up in chloroform and the chloroform solution is washed with NaHCO3 solution, dried and evaporated to give 3-(2',4'-difluoro-4-biphenylyl)butyric acid n-butyl ester.